From a dataset of the Open Reaction Database (ORD), a public repository of structured organic reaction records. describe an organic reaction: reactants, conditions, products, and yield Reactants: NCCS(=O)(=O)O (taurine), C(C)(C)(C)C1=CC=C(C=C1)[C@H](CC1=CC=C(C(=O)O)C=C1)C1=NOC(=C1)C=1C=C(C=CC1)C1=CC=C(C=C1)Cl ((S)-4-{2-(4-tert-Butyl-phenyl)-2-[5-(4′-chloro-biphenyl-3-yl)-isoxazol-3-yl]-ethyl}-benzoic acid), CCN=C=NCCCN(C)C (EDCI), C=1C=CC2=C(C1)N=NN2O (HOBt). Run in CN(C)C=O (DMF). Run at time 14 hour. The product is C(C)(C)(C)C1=CC=C(C=C1)[C@H](CC1=CC=C(C(=O)NCCS(=O)(=O)O)C=C1)C1=NOC(=C1)C=1C=C(C=CC1)C1=CC=C(C=C1)Cl ((S)-2-(4-{2-(4-tert-Butyl-phenyl)-2-[5-(4′-chloro-biphenyl-3-yl)-isoxazol-3-yl]-ethyl}-benzoylamino)-ethane sulfonic acid). Reaction SMILES: [C:1]([C:5]1[CH:10]=[CH:9][C:8]([C@@H:11]([C:22]2[CH:26]=[C:25]([C:27]3[CH:28]=[C:29]([C:33]4[CH:38]=[CH:37][C:36]([Cl:39])=[CH:35][CH:34]=4)[CH:30]=[CH:31][CH:32]=3)[O:24][N:23]=2)[CH2:12][C:13]2[CH:21]=[CH:20][C:16]([C:17](O)=[O:18])=[CH:15][CH:14]=2)=[CH:7][CH:6]=1)([CH3:4])([CH3:3])[CH3:2].CCN=C=NCCCN(C)C.C1C=CC2N(O)N=NC=2C=1.[NH2:61][CH2:62][CH2:63][S:64]([OH:67])(=[O:66])=[O:65]>CN(C=O)C>[C:1]([C:5]1[CH:6]=[CH:7][C:8]([C@@H:11]([C:22]2[CH:26]=[C:25]([C:27]3[CH:28]=[C:29]([C:33]4[CH:34]=[CH:35][C:36]([Cl:39])=[CH:37][CH:38]=4)[CH:30]=[CH:31][CH:32]=3)[O:24][N:23]=2)[CH2:12][C:13]2[CH:14]=[CH:15][C:16]([C:17]([NH:61][CH2:62][CH2:63][S:64]([OH:67])(=[O:66])=[O:65])=[O:18])=[CH:20][CH:21]=2)=[CH:9][CH:10]=1)([CH3:3])([CH3:2])[CH3:4]. Reported procedure: To a mixture of (S)-4-{2-(4-tert-Butyl-phenyl)-2-[5-(4′-chloro-biphenyl-3-yl)-isoxazol-3-yl]-ethyl}-benzoic acid (0.25 g, 0.46 mmol), EDCI (133 mg, 0.69 mmol), HOBt (107 mg, 0.69 mmol), N,N-diispropylethylamine (0.25 mL, 1.95 mmol) in DMF (10 mL), and followed by taurine (116 mg, 0.093 mmol) was added. The resulting mixture was stirred for 14 h and monitored by LCMS after completion of the reaction the solvent was removed under reduced pressure. The resulting mixture was purified by column chrom... The reactants are CC1(C(N(C(N1CCCCCCCCCS(=O)CCCC(C(F)(F)F)(F)F)=O)C1=CC(=C(C=C1)[N+](=O)[O-])C(F)(F)F)=O)C (5,5-dimethyl-3-[4-nitro-3-(trifluoromethyl)phenyl]-1-{9-[(4,4,5,5,5-pentafluoropentyl)sulphinyl]nonyl}imidazolidine-2,4-dione), CC1(N(C(N(C1=O)C1=CC(=C(C=C1)NS(=O)(=O)N)C)=O)CCCCCCCCCSCCCC(C(F)(F)F)(F)F)C (N-[4-(4,4-dimethyl-2,5-dioxo-3-{9-[(4,4,5,5,5-pentafluoropentyl)sulphanyl]nonyl}imidazolidin-1-yl)-2-methylphenyl]sulphamide). Yields the product CC1(N(C(N(C1=O)C1=CC(=C(C=C1)NS(=O)(=O)N)C)=O)CCCCCCCCCS(=O)CCCC(C(F)(F)F)(F)F)C (N-[4-(4,4-dimethyl-2,5-dioxo-3-{9-[(4,4,5,5,5-pentafluoropentyl)sulphinyl]nonyl}imidazolidin-1-yl)-2-methylphenyl]sulphamide). Isolated yield 62.0%. RXN SMILES: [CH3:1][C:2]1([CH3:43])[N:6]([CH2:7][CH2:8][CH2:9][CH2:10][CH2:11][CH2:12][CH2:13][CH2:14][CH2:15][S:16]([CH2:18][CH2:19][CH2:20][C:21]([F:27])([F:26])[C:22]([F:25])([F:24])[F:23])=[O:17])[C:5](=[O:28])[N:4]([C:29]2[CH:34]=[CH:33][C:32]([N+:35]([O-])=O)=[C:31]([C:38](F)(F)F)[CH:30]=2)[C:3]1=[O:42].CC1(C)C(=O)N(C2C=CC([NH:57][S:58](N)(=[O:60])=[O:59])=C(C)C=2)C(=O)N1CCCCCCCCCSCCCC(F)(F)C(F)(F)F>>[CH3:43][C:2]1([CH3:1])[C:3](=[O:42])[N:4]([C:29]2[CH:34]=[CH:33][C:32]([NH:35][S:58]([NH2:57])(=[O:60])=[O:59])=[C:31]([CH3:38])[CH:30]=2)[C:5](=[O:28])[N:6]1[CH2:7][CH2:8][CH2:9][CH2:10][CH2:11][CH2:12][CH2:13][CH2:14][CH2:15][S:16]([CH2:18][CH2:19][CH2:20][C:21]([F:27])([F:26])[C:22]([F:25])([F:23])[F:24])=[O:17]. Reported procedure: The experimental protocol used is the same as that described for the synthesis of the compound of Example 2, the compound of Example 30 replacing the compound of Example 1. A white solid is obtained with a yield of 62%.